Dataset: the Open Reaction Database (ORD), a public repository of structured organic reaction records. Task: describe an organic reaction: reactants, conditions, products, and yield Reactants: C(C)(C)(C)OC(=O)NC=1SC(=C(N1)C)C(=O)O (2-tert-Butoxycarbonylamino-4-methyl-thiazole-5-carboxylic acid), [Si](C)(C)(C)C=[N+]=[N-] (TMSCHN2). Run in C1CCOC1.CO (THF MeOH). Reaction SMILES: [C:1]([O:5][C:6]([NH:8][C:9]1[S:10][C:11]([C:15]([OH:17])=[O:16])=[C:12]([CH3:14])[N:13]=1)=[O:7])([CH3:4])([CH3:3])[CH3:2].[Si](C=[N+]=[N-])(C)(C)[CH3:19]>C1COCC1.CO>[CH3:19][O:16][C:15]([C:11]1[S:10][C:9]([NH:8][C:6]([O:5][C:1]([CH3:4])([CH3:2])[CH3:3])=[O:7])=[N:13][C:12]=1[CH3:14])=[O:17] |f:2.3|. Conditions: time 6 hour. Yields the product COC(=O)C1=C(N=C(S1)NC(=O)OC(C)(C)C)C (2-tert-Butoxycarbonylamino-4-methyl-thiazole-5-carboxylic acid methyl ester). Procedure details: 2-tert-Butoxycarbonylamino-4-methyl-thiazole-5-carboxylic acid (0.52 g) was dissolved in THF: MeOH (2:1, 10 mL) and 2 eq of TMSCHN2 (2M sln in hex) was added at RT and stirred for 6 h. All volatiles were removed in vacuum by rotavap and the residue was dried in vacuum to give 2-tert-Butoxycarbonylamino-4-methyl-thiazole-5-carboxylic acid methyl ester (0.52 g). This was used in the next reaction without further purification. 1H NMR (400 MHz, CDCl3) 3.83 (s, 3H), 2.65 (s, 3H), 1.54 (s, 9H). Reactants: CC(C)(C)OC(=O)NCCCNC(=O)n1cc(F)c(=O)[nH]c1=O, CCO, Cl. Product: Cl, NCCCNC(=O)n1cc(F)c(=O)[nH]c1=O. As a reaction SMILES: [C:2]([O:3][C:4](=[O:5])[NH:9][CH2:10][CH2:11][CH2:12][NH:13][C:14](=[O:15])[n:16]1[c:17](=[O:18])[nH:19][c:20](=[O:21])[c:22]([F:24])[cH:23]1)([CH3:6])([CH3:7])[CH3:8].[CH3:25][CH2:26][OH:27].[ClH:1]>>[ClH:1].[NH2:9][CH2:10][CH2:11][CH2:12][NH:13][C:14](=[O:15])[n:16]1[c:17](=[O:18])[nH:19][c:20](=[O:21])[c:22]([F:24])[cH:23]1.